This data is from the Open Reaction Database (ORD), a public repository of structured organic reaction records. The task is: describe an organic reaction: reactants, conditions, products, and yield The reactants are [Ag+], CC#N, Cc1ccc(C)cc1, [O-][Cl+3]([O-])([O-])[O-], O, CCC(O)CCc1c(C)c(O)c(C)c(C)c1OCCCCC(=O)O, c1ccc(P(c2ccccc2)c2ccccc2)cc1. Product: CCC1CCc2c(C)c(O)c(C)c(C)c2OCCCCC(=O)O1. Reaction SMILES: [Ag+:61].[CH3:44][C:45]#[N:46].[CH3:47][c:48]1[cH:49][cH:50][c:51]([CH3:52])[cH:53][cH:54]1.[Cl+3:56]([O-:57])([O-:58])([O-:59])[O-:60].[OH2:55].[OH:20][c:21]1[c:22]([CH3:43])[c:23]([CH2:37][CH2:38][CH:39]([CH2:40][CH3:41])[OH:42])[c:24]([O:25][CH2:26][CH2:27][CH2:28][CH2:29][C:30](=[O:31])[OH:32])[c:33]([CH3:36])[c:34]1[CH3:35].[c:1]1([P:2]([c:3]2[cH:4][cH:5][cH:6][cH:7][cH:8]2)[c:9]2[cH:10][cH:11][cH:12][cH:13][cH:14]2)[cH:15][cH:16][cH:17][cH:18][cH:19]1>>[OH:20][c:21]1[c:22]([CH3:43])[c:23]2[c:24]([c:33]([CH3:36])[c:34]1[CH3:35])[O:25][CH2:26][CH2:27][CH2:28][CH2:29][C:30](=[O:31])[O:42][CH:39]([CH2:40][CH3:41])[CH2:38][CH2:37]2. Starting materials: NOS(=O)(=O)O (hydroxylamine-O-sulfonic acid), CN(C=O)C (dimethylformamide), C1=CC=CC=2C3=CC=CC=C3NC12 (carbazole), [OH-].[K+] (potassium hydroxide). Run in O (water). Product: C1=CC=CC=2C3=CC=CC=C3N(C12)N (9H-Carbazol-9-amine). As a reaction SMILES: C[N:2](C)C=O.[CH:6]1[C:18]2[NH:17][C:16]3[C:11](=[CH:12][CH:13]=[CH:14][CH:15]=3)[C:10]=2[CH:9]=[CH:8][CH:7]=1.[OH-].[K+].NOS(O)(=O)=O>O>[CH:15]1[C:16]2[N:17]([NH2:2])[C:18]3[C:10](=[CH:9][CH:8]=[CH:7][CH:6]=3)[C:11]=2[CH:12]=[CH:13][CH:14]=1 |f:2.3|. Procedure: Into 250 ml of dimethylformamide was dissolved 25 g of carbazole. This solution was cooled with an ice-salt bath and 42 g of potassium hydroxide was added portionwise. To this mixture was added hydroxylamine-O-sulfonic acid. After two hours the mixture was stirred with water and extracted with ethyl acetate. The organic extracts were washed with water and brine. After filtering the solvent was evaporated and the residue was eluted with 25% dichloromethane in hexane on a silica column to yield 9.... The reagents and catalysts are [N+](=O)([O-])[O-].[Ag+] (AgNO3). RXN SMILES: Br[CH:2](Br)[C:3]1[CH:8]=[CH:7][C:6]([C:9]#[N:10])=[C:5]([F:11])[CH:4]=1.[OH2:13]>CCO.[N+]([O-])([O-])=O.[Ag+]>[C:9]([C:6]1[CH:7]=[CH:8][C:3]([CH:2]=[O:13])=[CH:4][C:5]=1[F:11])#[N:10] |f:3.4|. Procedure details: To a solution of α,α-dibromo-4-cyano-3-fluorotoluene, as described above in Step B, (5.60 g, 19.1 mmol) in EtOH (255 mL) and water (45 mL) was added AgNO3. The mixture was heated to reflux for 3 hrs, then stood at ambient temperature for 18 hrs, then the solid was removed by filtration and the filtrate was concentrated under reduced pressure to a volume of approximately 20 mL. Water (30 mL) was added, and the mixture was concentrated to dryness in vacuo. The residue was partitioned between sat. ... The reactants are BrC(C1=CC(=C(C=C1)C#N)F)Br (α,α-dibromo-4-cyano-3-fluorotoluene), O (water). Yields the product C(#N)C1=C(C=C(C=O)C=C1)F (4-cyano-3-fluorobenzaldehyde). The solvent is CCO (EtOH). Reaction conditions: time 18 hour.